From a dataset of the Open Reaction Database (ORD), a public repository of structured organic reaction records. describe an organic reaction: reactants, conditions, products, and yield Starting materials: C1CCOC1, [Cl-], O=C(CCc1cccnc1)NCCCCC1CCNCC1, O=P(O)(c1ccccc1)c1ccccc1. The product is O=C(CCc1cccnc1)NCCCCC1CCN(P(=O)(c2ccccc2)c2ccccc2)CC1. As a reaction SMILES: [CH2:38]1[O:39][CH2:40][CH2:41][CH2:42]1.[Cl-:1].[NH:17]1[CH2:18][CH2:19][CH:20]([CH2:23][CH2:24][CH2:25][CH2:26][NH:27][C:28]([CH2:29][CH2:30][c:31]2[cH:32][n:33][cH:34][cH:35][cH:36]2)=[O:37])[CH2:21][CH2:22]1.[c:2]1([P:8]([OH:9])(=[O:10])[c:11]2[cH:12][cH:13][cH:14][cH:15][cH:16]2)[cH:3][cH:4][cH:5][cH:6][cH:7]1>>[c:2]1([P:8](=[O:10])([c:11]2[cH:12][cH:13][cH:14][cH:15][cH:16]2)[N:17]2[CH2:18][CH2:19][CH:20]([CH2:23][CH2:24][CH2:25][CH2:26][NH:27][C:28]([CH2:29][CH2:30][c:31]3[cH:32][n:33][cH:34][cH:35][cH:36]3)=[O:37])[CH2:21][CH2:22]2)[cH:3][cH:4][cH:5][cH:6][cH:7]1. Starting materials: CN(C(CCC(C(CF)O)[N+](=O)[O-])=O)C (6-fluoro-5-hydroxy-4-nitro-hexanoic acid dimethylamide). The reagents and catalysts are [Ni] (Ni). The solvent is CO (MeOH). Reaction conditions: time 6 hour. The product is CN(C(CCC(C(CF)O)N)=O)C (4-Amino-6-Fluoro-5-Hydroxy-Hexanoic Acid Dimethylamide). The yield is 87.0%. Reaction SMILES: [CH3:1][N:2]([CH3:15])[C:3](=[O:14])[CH2:4][CH2:5][CH:6]([N+:11]([O-])=O)[CH:7]([OH:10])[CH2:8][F:9]>CO.[Ni]>[CH3:15][N:2]([CH3:1])[C:3](=[O:14])[CH2:4][CH2:5][CH:6]([NH2:11])[CH:7]([OH:10])[CH2:8][F:9]. Procedure details: To a solution of 6-fluoro-5-hydroxy-4-nitro-hexanoic acid dimethylamide (1.22 g, 5.5 mmol) in MeOH (20 mL) was added Ranny Ni (about 500 mg), and the mixture was hydrogenated under 40-45 psi H2 at room temperature for 6 h. The catalyst was removed. The MeOH solution was evaporated and the residue oil (0.92 g, yield 87%) was used without further purification. MS m/e 193 (M+1). The reactants are CN1C(C=2C(N(C3=C1C=CC=C3)C(CC3=CC=CC=C3)=O)=CSC2)=O (4,9-dihydro-9-methyl-4-phenylacetyl-10H-thieno[3,4-b][1,5]benzodiazepin-10-one), B (borane), [OH-].[Na+] (sodium hydroxide), Cl (hydrochloric acid). Solvent: O1CCCC1 (tetrahydrofuran), O1CCCC1 (tetrahydrofuran). Conditions: time 1 hour. Product: CN1CC=2C(N(C3=C1C=CC=C3)CCC3=CC=CC=C3)=CSC2 (9,10-Dihydro-9-methyl-4-phenethyl-4H-thieno[3,4-b][1,5]benzodiazepine). Reaction SMILES: [CH3:1][N:2]1[C:8]2[CH:9]=[CH:10][CH:11]=[CH:12][C:7]=2[N:6]([C:13](=O)[CH2:14][C:15]2[CH:20]=[CH:19][CH:18]=[CH:17][CH:16]=2)[C:5]2=[CH:22][S:23][CH:24]=[C:4]2[C:3]1=O.B.Cl.[OH-].[Na+]>O1CCCC1>[CH3:1][N:2]1[C:8]2[CH:9]=[CH:10][CH:11]=[CH:12][C:7]=2[N:6]([CH2:13][CH2:14][C:15]2[CH:20]=[CH:19][CH:18]=[CH:17][CH:16]=2)[C:5]2=[CH:22][S:23][CH:24]=[C:4]2[CH2:3]1 |f:3.4|. Reported procedure: To a slurry of 6.0 g. of 4,9-dihydro-9-methyl-4-phenylacetyl-10H-thieno[3,4-b][1,5]benzodiazepin-10-one in 100 ml. of dried tetrahydrofuran, cooled in an ice bath, is added 125 ml. of 1 M borane in tetrahydrofuran, dropwise over 10 minutes. The mixture is stirred at room temperature for one hour, refluxed for 6 hours and then stirred at room temperature for 16 hours. The reaction is decomposed by the addition of 50 ml. of 6 N hydrochloric acid and then 75 ml. of 5 N sodium hydroxide is added. Mo... Reactants: CN(C1(CCC(CC1)=O)C1=CC=CC=C1)C (4-(dimethylamino)-4-phenylcyclohexanone), [NH4+].[Cl-] (NH4Cl), COC=1C=C(C=CC1)[Mg]Br (3-methoxyphenyl magnesium bromide). The solvent is O1CCCC1 (tetrahydrofuran), O=O (oxygen). Reaction conditions: time 10 minute. Yields the product CN(C1(CCC(CC1)(O)C1=CC(=CC=C1)OC)C1=CC=CC=C1)C (4-dimethylamino-1-(3-methoxyphenyl)-4-phenylcyclohexanol). As a reaction SMILES: [CH3:1][N:2]([CH3:16])[C:3]1([C:10]2[CH:15]=[CH:14][CH:13]=[CH:12][CH:11]=2)[CH2:8][CH2:7][C:6](=[O:9])[CH2:5][CH2:4]1.[CH3:17][O:18][C:19]1[CH:20]=[C:21]([Mg]Br)[CH:22]=[CH:23][CH:24]=1.[NH4+].[Cl-]>O1CCCC1.O=O>[CH3:1][N:2]([CH3:16])[C:3]1([C:10]2[CH:11]=[CH:12][CH:13]=[CH:14][CH:15]=2)[CH2:8][CH2:7][C:6]([C:23]2[CH:22]=[CH:21][CH:20]=[C:19]([O:18][CH3:17])[CH:24]=2)([OH:9])[CH2:5][CH2:4]1 |f:2.3|. Procedure: 4-(dimethylamino)-4-phenylcyclohexanone (4.34 g, 20 mmol) was dissolved in absolute tetrahydrofuran (60 ml) with the exclusion of oxygen, mixed with 3-methoxyphenyl magnesium bromide solution (45 ml, 45 mmol, 1N) with ice cooling and boiled to reflux for 2 h. For work up the batch was mixed with saturated NH4Cl solution (50 ml) with ice cooling and stirred for 10 min at room temperature. The aqueous phase was separated off and extracted with ethyl acetate (3×25 ml). The combined organic phases w...